From a dataset of the Open Reaction Database (ORD), a public repository of structured organic reaction records. describe an organic reaction: reactants, conditions, products, and yield As a reaction SMILES: [Br:1][c:2]1[cH:3][n:4][cH:5][cH:6][c:7]1[O:8][c:9]1[cH:10][c:11]([F:17])[c:12]([NH2:16])[cH:13][c:14]1[F:15].[C:33](=[O:34])([O-:35])[O-:36].[CH3:18][n:19]1[n:20][cH:21][c:22]([B:24]2[O:25][C:26]([CH3:27])([CH3:28])[C:29]([CH3:30])([CH3:31])[O:32]2)[cH:23]1.[K+:37].[K+:38].[O:39]1[CH2:40][CH2:41][O:42][CH2:43][CH2:44]1.[OH2:45]>>[c:2]1(-[c:22]2[cH:21][n:20][n:19]([CH3:18])[cH:23]2)[cH:3][n:4][cH:5][cH:6][c:7]1[O:8][c:9]1[cH:10][c:11]([F:17])[c:12]([NH2:16])[cH:13][c:14]1[F:15]. The reactants are Nc1cc(F)c(Oc2ccncc2Br)cc1F, O=C([O-])[O-], Cn1cc(B2OC(C)(C)C(C)(C)O2)cn1, [K+], [K+], C1COCCO1, O. The product is Cn1cc(-c2cnccc2Oc2cc(F)c(N)cc2F)cn1. Starting materials: C(=O)(OCC1=CC=CC=C1)NC1(CC1)C(=O)O (N-Cbz-1-aminocyclopropanecarboxylic acid), CN(C)C1=NC=CC=C1 (dimethylaminopyridine), CC1(C(C(CC1)(C)C)N)C (2,2,5,5-tetramethyl-1-cyclopentyl amine). The solvent is C(Cl)Cl (CH2Cl2), C(Cl)Cl (CH2Cl2). Conditions: time 48 hour. The product is CC1(C(C(CC1)(C)C)NC(=O)C1(CC1)NC(=O)OCC1=CC=CC=C1)C (N-Cbz-1-aminocyclopropanecarboxylic acid 2,2,5,5-tetramethylcyclopentyl amide). As a reaction SMILES: [C:1]([NH:11][C:12]1([C:15]([OH:17])=O)[CH2:14][CH2:13]1)([O:3][CH2:4][C:5]1[CH:10]=[CH:9][CH:8]=[CH:7][CH:6]=1)=[O:2].CN(C1C=CC=CN=1)C.[CH3:27][C:28]1([CH3:36])[CH2:32][CH2:31][C:30]([CH3:34])([CH3:33])[CH:29]1[NH2:35]>C(Cl)Cl>[CH3:27][C:28]1([CH3:36])[CH2:32][CH2:31][C:30]([CH3:34])([CH3:33])[CH:29]1[NH:35][C:15]([C:12]1([NH:11][C:1]([O:3][CH2:4][C:5]2[CH:6]=[CH:7][CH:8]=[CH:9][CH:10]=2)=[O:2])[CH2:13][CH2:14]1)=[O:17]. Procedure details: To a stirred solution of N-Cbz-1-aminocyclopropanecarboxylic acid in dry CH2Cl2 containing dicyclohexycarbodiimide and dimethylaminopyridine (DMAP), all at 0° C., is added, via an addition funnel, 2,2,5,5-tetramethyl-1-cyclopentyl amine dissolved in CH2Cl2. After stirring for 48 hours, the mixture is filtered, and the filtrate is washed with 5% HCl (1×50 ml), saturated NaHCO3 (1×50 ml), and water (1×50 ml). The organic layer is separated, dried over MgSO4 and evaporated to yield N-Cbz-1-aminocyc... Reactants: OCCN(C1=CC(=C(C#N)C=C1)C(F)(F)F)CC(F)(F)F (4-[(2-hydroxyethyl)(2,2,2-trifluoroethyl)amino]-2-(trifluoromethyl)benzonitrile), C(C)(=O)NC=1C=C(C=CC1)O (3-acetamidophenol). The product is C(#N)C1=C(C=C(C=C1)N(CCOC=1C=C(C=CC1)NC(C)=O)CC(F)(F)F)C(F)(F)F (N-[3-({2-[[4-Cyano-3-(trifluoromethyl)phenyl](2,2,2-trifluoroethyl)amino]ethyl}oxy)phenyl]acetamide). As a reaction SMILES: [OH:1][CH2:2][CH2:3][N:4]([CH2:17][C:18]([F:21])([F:20])[F:19])[C:5]1[CH:12]=[CH:11][C:8]([C:9]#[N:10])=[C:7]([C:13]([F:16])([F:15])[F:14])[CH:6]=1.[C:22]([NH:25][C:26]1[CH:27]=[C:28](O)[CH:29]=[CH:30][CH:31]=1)(=[O:24])[CH3:23]>>[C:9]([C:8]1[CH:11]=[CH:12][C:5]([N:4]([CH2:17][C:18]([F:19])([F:20])[F:21])[CH2:3][CH2:2][O:1][C:30]2[CH:31]=[C:26]([NH:25][C:22](=[O:24])[CH3:23])[CH:27]=[CH:28][CH:29]=2)=[CH:6][C:7]=1[C:13]([F:15])([F:16])[F:14])#[N:10]. Reported procedure: Synthesized as described in Example 1C using 4-[(2-hydroxyethyl)(2,2,2-trifluoroethyl)amino]-2-(trifluoromethyl)benzonitrile and 3-acetamidophenol: MS (APCI) m/z 446 (M+1). Starting materials: CC(C1=CC=CC=C1)O (α-phenethyl alcohol), ON1C(C=2C(C1=O)=CC=CC2)=O (N-hydroxyphthalimide), resultant mixture, O=O (oxygen), C=CC (propylene), C1C(C)O1 (propylene oxide). The reagents and catalysts are C(C)(=O)[O-].[Co+2].C(C)(=O)[O-] (cobalt (II) acetate). The solvent is C(C1=CC=CC=C1)#N (benzonitrile). Yields the product C(C)(=O)C1=CC=CC=C1 (acetophenone). Yield: 98.0%. As a reaction SMILES: [CH3:1][CH:2]([OH:9])[C:3]1[CH:8]=[CH:7][CH:6]=[CH:5][CH:4]=1.ON1C(=O)C2=CC=CC=C2C1=O.C=CC.O=O.C1OC1C>C([O-])(=O)C.[Co+2].C([O-])(=O)C.C(#N)C1C=CC=CC=1>[C:2]([C:3]1[CH:8]=[CH:7][CH:6]=[CH:5][CH:4]=1)(=[O:9])[CH3:1] |f:5.6.7|. Reported procedure: To a mixture of 1 mole of α-phenethyl alcohol, 0.1 mole of N-hydroxyphthalimide, 1 mmol of cobalt (II) acetate and 1 l of benzonitrile was added 1.5 moles of propylene, and the resultant mixture was stirred at 80° C. under oxygen atmosphere (oxygen: 1 atm) for 6 hours. Gas chromatographic analysis of products in a reaction mixture revealed that 0.92 mole of propylene oxide was formed, and that acetophenone (yield 98%: on α-phenethyl alcohol basis) was produced. The conversion rate from (x-phenet...